From a dataset of the Open Reaction Database (ORD), a public repository of structured organic reaction records. describe an organic reaction: reactants, conditions, products, and yield Reactants: O (Water), C1(CC1)NC(=O)NC1=CC(=C(C=C1)OC1=C2C(=NC=C1)C=C(S2)C2=NC=C(C=C2)CN2CCNCC2)F (1-cyclopropyl-3-(3-fluoro-4-(2-(5-(piperazin-1-ylmethyl)pyridin-2-yl)thieno[3,2-b]-pyridin-7-yloxy)phenyl)urea), C(=O)([O-])[O-].[K+].[K+] (K2CO3), CS(=O)(=O)OCCF (2-Fluoroethyl methanesulfonate). Run in CN(C)C=O (DMF). Reaction conditions: temperature 80 celsius. The product is C1(CC1)NC(=O)NC1=CC(=C(C=C1)OC1=C2C(=NC=C1)C=C(S2)C2=NC=C(C=C2)CN2CCN(CC2)CCF)F (1-cyclopropyl-3-(3-fluoro-4-(2-(5-((4-(2-fluoroethyl)piperazin-1-yl)methyl)pyridin-2-yl)thieno[3,2-b]pyridin-7-yloxy)phenyl)urea), solid. Isolated yield 62.0%. As a reaction SMILES: [CH:1]1([NH:4][C:5]([NH:7][C:8]2[CH:13]=[CH:12][C:11]([O:14][C:15]3[CH:20]=[CH:19][N:18]=[C:17]4[CH:21]=[C:22]([C:24]5[CH:29]=[CH:28][C:27]([CH2:30][N:31]6[CH2:36][CH2:35][NH:34][CH2:33][CH2:32]6)=[CH:26][N:25]=5)[S:23][C:16]=34)=[C:10]([F:37])[CH:9]=2)=[O:6])[CH2:3][CH2:2]1.C([O-])([O-])=O.[K+].[K+].CS(O[CH2:49][CH2:50][F:51])(=O)=O.O>CN(C=O)C>[CH:1]1([NH:4][C:5]([NH:7][C:8]2[CH:13]=[CH:12][C:11]([O:14][C:15]3[CH:20]=[CH:19][N:18]=[C:17]4[CH:21]=[C:22]([C:24]5[CH:29]=[CH:28][C:27]([CH2:30][N:31]6[CH2:32][CH2:33][N:34]([CH2:49][CH2:50][F:51])[CH2:35][CH2:36]6)=[CH:26][N:25]=5)[S:23][C:16]=34)=[C:10]([F:37])[CH:9]=2)=[O:6])[CH2:3][CH2:2]1 |f:1.2.3|. Procedure details: To a solution of 49 (70 mg, 0.111 mmol, scheme 26) in DMF (2 mL) were added K2CO3 (77 mg, 0.555 mmol) and 419 (79 mg, 0.555 mmol). The mixture was heated to 80° C. for 16 hours. Water was added to form a precipitate that was collected by filtration, rinsed with water and purified via Biotage [linear gradient 0-20%, (methanol/dichloromethane; SiliaFlash 10 g cartridge]. Title compound 420 was obtained as a white solid (38.9 mg, 62% yield). 1H NMR (500 MHz, DMSO-d6) δ (ppm): 8.68 (s, 1H), 8.53 (d,... The reactants are COC(=O)c1ccc(Br)cc1[N+](=O)[O-], O=C([O-])O, CCO, Cc1ccccc1, [Na+], O, OB(O)c1ccccc1, [Pd], c1ccc(P(c2ccccc2)c2ccccc2)cc1, c1ccc(P(c2ccccc2)c2ccccc2)cc1, c1ccc(P(c2ccccc2)c2ccccc2)cc1, c1ccc(P(c2ccccc2)c2ccccc2)cc1. Product: COC(=O)c1ccc(-c2ccccc2)cc1[N+](=O)[O-]. RXN SMILES: [Br:8][c:9]1[cH:10][c:11]([N+:19](=[O:20])[O-:21])[c:12]([C:13](=[O:14])[O:15][CH3:16])[cH:17][cH:18]1.[C:31](=[O:32])([O-:33])[OH:34].[CH3:114][CH2:115][OH:116].[CH3:1][c:2]1[cH:3][cH:4][cH:5][cH:6][cH:7]1.[Na+:35].[OH2:113].[OH:22][B:23]([OH:24])[c:25]1[cH:26][cH:27][cH:28][cH:29][cH:30]1.[Pd:36].[c:37]1([P:38]([c:39]2[cH:40][cH:41][cH:42][cH:43][cH:44]2)[c:45]2[cH:46][cH:47][cH:48][cH:49][cH:50]2)[cH:51][cH:52][cH:53][cH:54][cH:55]1.[c:56]1([P:57]([c:58]2[cH:59][cH:60][cH:61][cH:62][cH:63]2)[c:64]2[cH:65][cH:66][cH:67][cH:68][cH:69]2)[cH:70][cH:71][cH:72][cH:73][cH:74]1.[c:75]1([P:76]([c:77]2[cH:78][cH:79][cH:80][cH:81][cH:82]2)[c:83]2[cH:84][cH:85][cH:86][cH:87][cH:88]2)[cH:89][cH:90][cH:91][cH:92][cH:93]1.[c:94]1([P:95]([c:96]2[cH:97][cH:98][cH:99][cH:100][cH:101]2)[c:102]2[cH:103][cH:104][cH:105][cH:106][cH:107]2)[cH:108][cH:109][cH:110][cH:111][cH:112]1>>[c:2]1(-[c:9]2[cH:10][c:11]([N+:19](=[O:20])[O-:21])[c:12]([C:13](=[O:14])[O:15][CH3:16])[cH:17][cH:18]2)[cH:3][cH:4][cH:5][cH:6][cH:7]1.